This data is from the Open Reaction Database (ORD), a public repository of structured organic reaction records. The task is: describe an organic reaction: reactants, conditions, products, and yield Yields the product FC(C1=CC=C(C=C1)C1=CC(=NC=N1)CN)(F)F (C-[6-(4-Trifluoromethyl-phenyl)-pyrimidin-4-yl]-methylamine). Solvent: C(C)O (ethanol). The reagents and catalysts are [Pd] (Pd/C). Reaction SMILES: [F:1][C:2]([F:18])([F:17])[C:3]1[CH:8]=[CH:7][C:6]([C:9]2[N:14]=[CH:13][N:12]=[C:11]([C:15]#[N:16])[CH:10]=2)=[CH:5][CH:4]=1>C(O)C.[Pd]>[F:18][C:2]([F:1])([F:17])[C:3]1[CH:4]=[CH:5][C:6]([C:9]2[N:14]=[CH:13][N:12]=[C:11]([CH2:15][NH2:16])[CH:10]=2)=[CH:7][CH:8]=1. Reported procedure: To a solution of solution of 6-(4-trifluoromethyl-phenyl)-pyrimidine-4-carbonitrile (1.34 g, 5.37 mmol) in ethanol (40 mL) was added 10% Pd/C (700 mg) and the reaction mixture was placed under a H2 atmosphere (55 psi) for 3 hours. The reaction mixture was filtered through a pad of celite and concentrated to provide the desired product (1.3 g, 97%). 1H NMR (400 MHz, CDCl3) δ 9.23 (d, J=1.2, 1H), 8.23 (d, J=8.1, 2H), 7.83 (s, 1H), 7.77 (d, J=8.2, 2H), 4.08 (s, 2H), 1.59 (s, 2H). The yield is 95.6%. The reactants are FC(C1=CC=C(C=C1)C1=CC(=NC=N1)C#N)(F)F (6-(4-trifluoromethyl-phenyl)-pyrimidine-4-carbonitrile). Reactants: FC=1C=CC(=C2CC[C@@H](C12)O)C1=C(C=C(C=C1C)I)C ((S)-7-fluoro-4-(4-iodo-2,6-dimethylphenyl)-2,3-dihydro-1H-inden-1-ol), OC1=CC2=C([C@@H](CO2)CC(=O)OC)C=C1 ((S)-methyl 2-(6-hydroxy-2,3-dihydrobenzofuran-3-yl)acetate), Intermediate 1. Product: FC=1C=CC(=C2CC[C@H](C12)OC1=CC2=C([C@@H](CO2)CC(=O)OC)C=C1)C1=C(C=C(C=C1C)I)C (Methyl 2-((S)-6-((R)-7-fluoro-4-(4-iodo-2,6-dimethylphenyl)-2,3-dihydro-1H-inden-1-yloxy)-2,3-dihydrobenzofuran-3-yl)acetate). As a reaction SMILES: [F:1][C:2]1[CH:3]=[CH:4][C:5]([C:12]2[C:17]([CH3:18])=[CH:16][C:15]([I:19])=[CH:14][C:13]=2[CH3:20])=[C:6]2[C:10]=1[C@@H:9]([OH:11])[CH2:8][CH2:7]2.O[C:22]1[CH:35]=[CH:34][C:25]2[C@H:26]([CH2:29][C:30]([O:32][CH3:33])=[O:31])[CH2:27][O:28][C:24]=2[CH:23]=1>>[F:1][C:2]1[CH:3]=[CH:4][C:5]([C:12]2[C:13]([CH3:20])=[CH:14][C:15]([I:19])=[CH:16][C:17]=2[CH3:18])=[C:6]2[C:10]=1[C@H:9]([O:11][C:22]1[CH:35]=[CH:34][C:25]3[C@H:26]([CH2:29][C:30]([O:32][CH3:33])=[O:31])[CH2:27][O:28][C:24]=3[CH:23]=1)[CH2:8][CH2:7]2. Procedure details: The title compound is prepared from (S)-7-fluoro-4-(4-iodo-2,6-dimethylphenyl)-2,3-dihydro-1H-inden-1-ol and (S)-methyl 2-(6-hydroxy-2,3-dihydrobenzofuran-3-yl)acetate following a procedure analogous to that described in Step 3 of Intermediate 1. LC (method 8): tR=1.08 min; Mass spectrum (ESI+): m/z=595 [M+Na]+. The reactants are Cc1ccccc1, CN1CC(CCCl)Oc2cc(Cl)ccc2C1=O, S=P12SP3(=S)SP(=S)(S1)SP(=S)(S2)S3. Yields the product CN1CC(CCCl)Oc2cc(Cl)ccc2C1=S. Reaction SMILES: [CH3:32][c:33]1[cH:34][cH:35][cH:36][cH:37][cH:38]1.[Cl:1][c:2]1[cH:3][c:4]2[c:5]([cH:16][cH:17]1)[C:6](=[O:15])[N:7]([CH3:14])[CH2:8][CH:9]([CH2:11][CH2:12][Cl:13])[O:10]2.[P:18]12(=[S:19])[S:20][P:21]3(=[S:31])[S:22][P:23](=[S:29])([S:24][P:25](=[S:28])([S:26]3)[S:27]1)[S:30]2>>[Cl:1][c:2]1[cH:3][c:4]2[c:5]([cH:16][cH:17]1)[C:6](=[S:19])[N:7]([CH3:14])[CH2:8][CH:9]([CH2:11][CH2:12][Cl:13])[O:10]2. Product: O=C(O)COC1(c2ccccc2)CCN(C(=O)C2(c3ccc(Cl)cc3)CC2)C1. As a reaction SMILES: [CH3:1][CH:2]([C:3](=[O:4])[O-:5])[O:6][C:7]1([c:24]2[cH:25][cH:26][cH:27][cH:28][cH:29]2)[CH2:8][N:9]([C:12](=[O:13])[C:14]2([c:17]3[cH:18][cH:19][c:20]([Cl:23])[cH:21][cH:22]3)[CH2:15][CH2:16]2)[CH2:10][CH2:11]1.[ClH:39].[Li+:37].[O:30]1[CH2:31][CH2:32][CH2:33][CH2:34]1.[OH-:36].[OH2:35].[OH2:38]>>[CH2:2]([C:3](=[O:4])[OH:5])[O:6][C:7]1([c:24]2[cH:25][cH:26][cH:27][cH:28][cH:29]2)[CH2:8][N:9]([C:12](=[O:13])[C:14]2([c:17]3[cH:18][cH:19][c:20]([Cl:23])[cH:21][cH:22]3)[CH2:15][CH2:16]2)[CH2:10][CH2:11]1. The reactants are CC(OC1(c2ccccc2)CCN(C(=O)C2(c3ccc(Cl)cc3)CC2)C1)C(=O)[O-], Cl, [Li+], C1CCOC1, [OH-], O, O. Solvent: CCOCC (ether). The reactants are C1(=CC=CC=C1)CO[C@@H]1[C@@H](C=O)O[C@@H]([C@H]1OCC1=CC=CC=C1)COCC1=CC=CC=C1 (2,5-anhydro-3,4,6-tris-O-(phenylmethyl)-D-mannose), [H-].[Al+3].[Li+].[H-].[H-].[H-] (lithium aluminum hydride). Procedure details: In accordance with Flowchart E, 2,5-anhydro-3,4,6-tris-O-(phenylmethyl)-D-mannose 29 is reacted with lithium aluminum hydride in ether at reflux temperature under argon, giving 2,5-anhydro-1,3,4-tris-O-(phenylmethyl)-D-mannitol 38. Compound 38 is hydrogenated in methanol/acetic acid over palladium on carbon, giving 2,5-anhydro-D-mannitol 39, which is then reacted with diphenyl phosphorochloridate in pyridine at reduced temperature, giving the product of Formula I where R', R",R'" and R"" are phe... As a reaction SMILES: [C:1]1([CH2:7][O:8][C@H:9]2[C@H:15]([O:16][CH2:17][C:18]3[CH:23]=[CH:22][CH:21]=[CH:20][CH:19]=3)[C@@H:14]([CH2:24][O:25][CH2:26][C:27]3[CH:32]=[CH:31][CH:30]=[CH:29][CH:28]=3)[O:13][C@@H:10]2[CH:11]=[O:12])[CH:6]=[CH:5][CH:4]=[CH:3][CH:2]=1.[H-].[Al+3].[Li+].[H-].[H-].[H-]>CCOCC>[C:27]1([CH2:26][O:25][CH2:24][C@H:14]2[O:13][C@H:10]([CH2:11][OH:12])[C@@H:9]([O:8][CH2:7][C:1]3[CH:6]=[CH:5][CH:4]=[CH:3][CH:2]=3)[C@@H:15]2[O:16][CH2:17][C:18]2[CH:23]=[CH:22][CH:21]=[CH:20][CH:19]=2)[CH:28]=[CH:29][CH:30]=[CH:31][CH:32]=1 |f:1.2.3.4.5.6|. Product: C1(=CC=CC=C1)COC[C@@H]1[C@@H](OCC2=CC=CC=C2)[C@H](OCC2=CC=CC=C2)[C@H](O1)CO (2,5-anhydro-1,3,4-tris-O-(phenylmethyl)-D-mannitol). Reactants: [BH4-], COc1ccc(-n2ccnc2)cc1C(=O)c1c(C)cc(C)cc1C, CCO, [Na+], O. The product is COc1ccc(-n2ccnc2)cc1C(O)c1c(C)cc(C)cc1C. As a reaction SMILES: [BH4-:25].[CH3:1][O:2][c:3]1[c:4]([C:5](=[O:6])[c:7]2[c:8]([CH3:15])[cH:9][c:10]([CH3:14])[cH:11][c:12]2[CH3:13])[cH:16][c:17](-[n:20]2[cH:21][n:22][cH:23][cH:24]2)[cH:18][cH:19]1.[CH3:27][CH2:28][OH:29].[Na+:26].[OH2:30]>>[CH3:1][O:2][c:3]1[c:4]([CH:5]([OH:6])[c:7]2[c:8]([CH3:15])[cH:9][c:10]([CH3:14])[cH:11][c:12]2[CH3:13])[cH:16][c:17](-[n:20]2[cH:21][n:22][cH:23][cH:24]2)[cH:18][cH:19]1. Reactants: C(C)OC(=O)C=1OC2=C(C1C)C(=CC=C2)C=C (3-methyl-4-vinylbenzofuran-2-carboxylic acid ethyl ester), I(=O)(=O)(=O)[O-].[Na+] (Sodium periodate). As a reaction SMILES: [CH2:1]([O:3][C:4]([C:6]1[O:7][C:8]2[CH:15]=[CH:14][CH:13]=[C:12]([CH:16]=C)[C:9]=2[C:10]=1[CH3:11])=[O:5])[CH3:2].I([O-])(=O)(=O)=[O:19].[Na+]>O1CCOCC1.O.[Os](=O)(=O)(=O)=O.C(O)(C)(C)C>[CH2:1]([O:3][C:4]([CH:6]1[C:10]([CH3:11])=[C:9]2[C:12](=[C:16]=[O:19])[CH:13]=[CH:14][CH:15]=[C:8]2[O:7]1)=[O:5])[CH3:2] |f:1.2|. Run at time 10 minute. Yield: 89.1%. Solvent: O1CCOCC1 (dioxane), O (water), O (water). Reported procedure: To a solution of 0.250 g (1.087 mmol) of 3-methyl-4-vinylbenzofuran-2-carboxylic acid ethyl ester (Example 87, Step 1) in 7.5 mL of dioxane and 2.5 mL of water was added 0.272 mL of 2.5 weight % osmium tetroxide in t-butanol (0.022 mmol) and the reaction was stirred for 10 minutes at room temperature, turning yellow-brown in color. Sodium periodate (0.488 g, 2.282 mmol) was then added in several portions over 30 minutes and a white precipitate formed. The reaction was stirred at room temperature... Reagents/catalysts: [Os](=O)(=O)(=O)=O (osmium tetroxide), C(C)(C)(C)O (t-butanol). The product is C(C)OC(=O)C1OC=2C(=C1C)C(C=CC2)=C=O (4-carbonyl-3-methylbenzofuran-2-carboxylic acid ethyl ester).